This data is from the Open Reaction Database (ORD), a public repository of structured organic reaction records. The task is: describe an organic reaction: reactants, conditions, products, and yield Reactants: CC(C)(C)c1nc2cc(S(=O)(=O)Cl)ccc2n1CC1CCC(F)(F)CC1, O=C(NC1CC1)C1C[NH2+]CCO1, CCN(C(C)C)C(C)C, O=C([O-])C(F)(F)F. Product: CC(C)(C)c1nc2cc(S(=O)(=O)N3CCOC(C(=O)NC4CC4)C3)ccc2n1CC1CCC(F)(F)CC1. As a reaction SMILES: [C:1]([CH3:2])([CH3:3])([CH3:4])[c:5]1[n:6][c:7]2[c:8]([n:9]1[CH2:10][CH:11]1[CH2:12][CH2:13][C:14]([F:17])([F:18])[CH2:15][CH2:16]1)[cH:19][cH:20][c:21]([S:23](=[O:24])(=[O:25])[Cl:26])[cH:22]2.[CH:34]1([NH:37][C:38](=[O:39])[CH:40]2[O:41][CH2:42][CH2:43][NH2+:44][CH2:45]2)[CH2:35][CH2:36]1.[CH:46]([N:47]([CH2:48][CH3:49])[CH:50]([CH3:51])[CH3:52])([CH3:53])[CH3:54].[F:27][C:28]([F:29])([F:30])[C:31]([O-:32])=[O:33]>>[C:1]([CH3:2])([CH3:3])([CH3:4])[c:5]1[n:6][c:7]2[c:8]([n:9]1[CH2:10][CH:11]1[CH2:12][CH2:13][C:14]([F:17])([F:18])[CH2:15][CH2:16]1)[cH:19][cH:20][c:21]([S:23](=[O:24])(=[O:25])[N:44]1[CH2:43][CH2:42][O:41][CH:40]([C:38]([NH:37][CH:34]3[CH2:35][CH2:36]3)=[O:39])[CH2:45]1)[cH:22]2. Reactants: CCC(=O)Cl, CCOC(=O)CC(C)=O, ClCCl, CCC(C)=O, [Ca+2], N, [OH-], [OH-]. Yields the product CCOC(=O)CC(=O)CC. Reaction SMILES: [C:13]([Cl:14])(=[O:15])[CH2:16][CH3:17].[C:1]([CH2:2][C:3](=[O:4])[CH3:5])(=[O:6])[O:7][CH2:8][CH3:9].[CH2:19]([Cl:20])[Cl:21].[CH2:22]([C:23]([CH3:24])=[O:25])[CH3:26].[Ca+2:11].[NH3:18].[OH-:10].[OH-:12]>>[C:1]([CH2:2][C:3](=[O:4])[CH2:5][CH3:13])(=[O:6])[O:7][CH2:8][CH3:9]. Reactants: BrC=1N(C2=NC=NC(=C2N1)N)CC1=CC=CC=C1 (8-bromo-9-benzyladenine), [SH-].[Na+] (sodium hydrosulfide). Run in C(C)O (ethanol). Yields the product C(C1=CC=CC=C1)N1C2=NC=NC(=C2N=C1S)N (9-benzyl-8-mercaptoadenine). Yield: 99.7%. RXN SMILES: Br[C:2]1[N:3]([CH2:12][C:13]2[CH:18]=[CH:17][CH:16]=[CH:15][CH:14]=2)[C:4]2[C:9]([N:10]=1)=[C:8]([NH2:11])[N:7]=[CH:6][N:5]=2.[SH-:19].[Na+]>C(O)C>[CH2:12]([N:3]1[C:2]([SH:19])=[N:10][C:9]2[C:4]1=[N:5][CH:6]=[N:7][C:8]=2[NH2:11])[C:13]1[CH:18]=[CH:17][CH:16]=[CH:15][CH:14]=1 |f:1.2|. Reported procedure: A mixture of 8-bromo-9-benzyladenine (910 mg, 3.0 mmol), sodium hydrosulfide (1.08 g), and ethanol (50 ml) was refluxed for 12 h. After removal of solvent, the residue was dissolved into water and neutralized by 1 N HCl to obtain the desired compound as crystals (770 mg, Yield: 99%). Reactants: ClC1=CC=C(C(=N1)OC)C1=C(C=CC(=C1)CC)C(=O)C1=C(C=C(C=C1)CC)C=1C(=NC(=CC1)Cl)OC (6-chloro-2-methoxypyridin-3-yl 4-ethylphenylketone), C(C1=CC=CC=C1)N (benzylamine), C([O-])([O-])=O.[K+].[K+] (potassium carbonate), [Cl-].[NH4+] (ammonium chloride). The product is C(C)C1=CC=C(C=C1)C(=O)C=1C(=NC(=CC1)NCC1=CC=CC=C1)OC (6-benzylamino-2-methoxypyridin-3-yl 4-ethylphenyl ketone). As a reaction SMILES: ClC1N=C(OC)C(C2C=C(CC)C=CC=2[C:18]([C:20]2[CH:25]=[CH:24][C:23]([CH2:26][CH3:27])=[CH:22][C:21]=2[C:28]2[C:29]([O:35][CH3:36])=[N:30][C:31](Cl)=[CH:32][CH:33]=2)=O)=CC=1.[CH2:37]([NH2:44])[C:38]1[CH:43]=[CH:42][CH:41]=[CH:40][CH:39]=1.C(=O)([O-])[O-:46].[K+].[K+].[Cl-].[NH4+]>>[CH2:26]([C:23]1[CH:22]=[CH:18][C:20]([C:21]([C:28]2[C:29]([O:35][CH3:36])=[N:30][C:31]([NH:44][CH2:37][C:38]3[CH:43]=[CH:42][CH:41]=[CH:40][CH:39]=3)=[CH:32][CH:33]=2)=[O:46])=[CH:25][CH:24]=1)[CH3:27] |f:2.3.4,5.6|. Procedure details: To a solution of tert-butyllithium (1.5 mol/L solution in hexane, 55 mL) in tetrahydrofuran (150 mL) was added 2-chloro-6-methoxypyridine (8.9 mL) at −78° C., and the mixture was stirred for 1 hour. After N,N-dimethylformamide (7.6 mL) was added to the reaction mixture, the resulting mixture was stirred for additionally 1.5 hours. To the reaction mixture was added acetic acid (8.6 mL), and the temperature was raised to room temperature. After saturated aqueous sodium bicarbonate solution was add... Conditions: time 24 hour. Run in N1=CC=CC=C1 (pyridine). Procedure: A mixture of 1 g of 2,2-dimethyl-3-hydroxymethyl-4-(1,2-dihydro-2-oxo-1-pyridyl)-6-amino-3-chromene, 10 ml of acetic anhydride and 10 ml of pyridine is allowed to stand at 20° C. for 24 hours. The mixture is evaporated, and customary working up gives 2,2-dimethyl-3-hydroxymethyl-4-(1,2-dihydro-2-oxo-1-pyridyl)-6-acetamido-3-chromene. RXN SMILES: [CH3:1][C:2]1([CH3:22])[C:11]([CH2:12][OH:13])=[C:10]([N:14]2[CH:19]=[CH:18][CH:17]=[CH:16][C:15]2=[O:20])[C:9]2[C:4](=[CH:5][CH:6]=[C:7]([NH2:21])[CH:8]=2)[O:3]1.[C:23](OC(=O)C)(=[O:25])[CH3:24]>N1C=CC=CC=1>[CH3:1][C:2]1([CH3:22])[C:11]([CH2:12][OH:13])=[C:10]([N:14]2[CH:19]=[CH:18][CH:17]=[CH:16][C:15]2=[O:20])[C:9]2[C:4](=[CH:5][CH:6]=[C:7]([NH:21][C:23](=[O:25])[CH3:24])[CH:8]=2)[O:3]1. Reactants: CC1(OC2=CC=C(C=C2C(=C1CO)N1C(C=CC=C1)=O)N)C (2,2-dimethyl-3-hydroxymethyl-4-(1,2-dihydro-2-oxo-1-pyridyl)-6-amino-3-chromene), C(C)(=O)OC(C)=O (acetic anhydride). Product: CC1(OC2=CC=C(C=C2C(=C1CO)N1C(C=CC=C1)=O)NC(C)=O)C (2,2-dimethyl-3-hydroxymethyl-4-(1,2-dihydro-2-oxo-1-pyridyl)-6-acetamido-3-chromene). The reactants are [OH-].[Na+] (NaOH), ( II ), Cl (HCl), NCCNCCN (diethylenetriamine). Run in O (water). Yields the product N1CCNCCNCCNCC1 (1,4,7,10-tetraazacyclododecane). Yield: 28.5%. Reaction SMILES: [NH2:1][CH2:2][CH2:3][NH:4][CH2:5][CH2:6][NH2:7].Cl.[OH-].[Na+]>O>[NH:4]1[CH2:5][CH2:6][NH:7][CH2:6][CH2:5][NH:4][CH2:3][CH2:2][NH:1][CH2:2][CH2:3]1 |f:2.3|. Procedure: 50 g of (II) (0.257 mol) are dissolved in 350 ml of water. 132.5 g of diethylenetriamine (1.285 mol) are added and pH adjusted to 8 with conc. HCl (265 g). The resulting solution is refluxed for 24 h, then cooled, alkalinized with NaOH in pellets, concentrated under vacuum to a residual weight of 350 g and extracted (I) with toluene. The combined organic extracts are concentrated to an about 90 mL volume and left to crystallize. 31.5 g of high quality 1,4,7,10-tetraazacyclododecane are obtained ... Reactants: CC(C)CC(=O)c1ccc(O)nc1, S=P12SP3(=S)SP(=S)(S1)SP(=S)(S2)S3, c1ccncc1. Yields the product CC(C)CC(=O)c1ccc(S)nc1. Reaction SMILES: [OH:1][c:2]1[n:3][cH:4][c:5]([C:8]([CH2:9][CH:10]([CH3:11])[CH3:12])=[O:13])[cH:6][cH:7]1.[P:14]12(=[S:15])[S:16][P:17]3(=[S:27])[S:18][P:19](=[S:25])([S:20][P:21](=[S:24])([S:22]3)[S:23]1)[S:26]2.[cH:28]1[cH:29][cH:30][n:31][cH:32][cH:33]1>>[c:2]1([SH:15])[n:3][cH:4][c:5]([C:8]([CH2:9][CH:10]([CH3:11])[CH3:12])=[O:13])[cH:6][cH:7]1. Reactants: CC(C)([O-])C.[K+] (Potassium t-butoxide), C(=O)OCC (ethyl formate), C(=O)(O)C1=CC=2CC3=CC=CC=C3C2C=C1 (2-Carboxyfluorene). Run in CN(C=O)C (dimethylformamide). Reaction conditions: temperature 60 celsius, time 3 hour. Product: C(=O)(O)C1=CC=2C(C3=CC=CC=C3C2C=C1)C=O (2-carboxy-9-formylfluorene). As a reaction SMILES: [C:1]([C:4]1[CH:16]=[CH:15][C:14]2[C:13]3[C:8](=[CH:9][CH:10]=[CH:11][CH:12]=3)[CH2:7][C:6]=2[CH:5]=1)([OH:3])=[O:2].C[C:18](C)([O-:20])C.[K+].C(OCC)=O>CN(C)C=O>[C:1]([C:4]1[CH:16]=[CH:15][C:14]2[C:13]3[C:8](=[CH:9][CH:10]=[CH:11][CH:12]=3)[CH:7]([CH:18]=[O:20])[C:6]=2[CH:5]=1)([OH:3])=[O:2] |f:1.2|. Procedure details: 2-Carboxyfluorene (2.8 g, 0.014 mole) was dissolved in anhydrous dimethylformamide (DMF, 133 mL). Potassium t-butoxide (12.5 g, 0.11 mole) and ethyl formate (400 mL) were added to the reaction solution. The temperature of the solution was increased to 60° C. for 5-10 minutes. The reaction solution was cooled to room temperature. Total reaction time was three hours. Ethyl formate was distilled off and 1M hydrochloric acid (150 mL) was added to the reaction mixture. The solid was filtered and wash... Starting materials: [Al+3], O=C(O)CCOc1cc(F)c(F)cc1Br, [Cl-], [Cl-], [Cl-], O=C(Cl)C(=O)Cl, ClCCl, CN(C)C=O. The product is O=C1CCOc2c(Br)cc(F)c(F)c21. As a reaction SMILES: [Al+3:28].[Br:7][c:8]1[c:9]([O:10][CH2:11][CH2:12][C:13](=[O:14])[OH:15])[cH:16][c:17]([F:21])[c:18]([F:20])[cH:19]1.[Cl-:27].[Cl-:29].[Cl-:30].[Cl:1][C:2]([C:3]([Cl:4])=[O:5])=[O:6].[Cl:31][CH2:32][Cl:33].[O:22]=[CH:23][N:24]([CH3:25])[CH3:26]>>[Br:7][c:8]1[c:9]2[c:16]([c:17]([F:21])[c:18]([F:20])[cH:19]1)[C:13](=[O:15])[CH2:12][CH2:11][O:10]2. Reactants: C(C)(C)[Si](N1C=CC=C1)(C(C)C)C(C)C (1-(Triisopropylsilyl)pyrrole), BrN1C(CCC1=O)=O (N-bromosuccinimide). Run in O1CCCC1 (tetrahydrofuran). Reaction conditions: temperature -78 celsius, time 1 hour. The product is C(C)(C)[Si](N1C=C(C=C1)[Si](C(C)C)(C(C)C)C(C)C)(C(C)C)C(C)C (1,3-Bis(trisisopropylsilyl)-1H-pyrrole). Isolated yield 137.4%. RXN SMILES: [CH:1]([Si:4]([CH:13]([CH3:15])[CH3:14])([CH:10]([CH3:12])[CH3:11])[N:5]1[CH:9]=[CH:8][CH:7]=[CH:6]1)([CH3:3])[CH3:2].BrN1[C:21](=O)[CH2:20][CH2:19]C1=O>O1CCCC1>[CH:13]([Si:4]([CH:1]([CH3:3])[CH3:2])([CH:10]([CH3:12])[CH3:11])[N:5]1[CH:9]=[CH:8][C:7]([Si:4]([CH:10]([CH3:12])[CH3:11])([CH:20]([CH3:21])[CH3:19])[CH:1]([CH3:3])[CH3:2])=[CH:6]1)([CH3:15])[CH3:14]. Procedure details: The product from step (a) (102.6 g) was dissolved in tetrahydrofuran (600 ml) and treated with N-bromosuccinimide (89 g) at -78° C. under nitrogen for 15 minutes. The reaction was allowed to come to ambient temperature over one hour, concentrated, diluted with hexane, filtered and the solvent removed. The residue was dissolved in tetrahydrofuran (600 ml), cooled to -78° C., and tert-butyl lithium in pentane (588 ml 1.7M) was added. After one hour elemental sulfur (16 g) was added and the mixture...